This data is from the Open Reaction Database (ORD), a public repository of structured organic reaction records. The task is: describe an organic reaction: reactants, conditions, products, and yield Reactants: CC(=O)O, N#CCc1c([N+](=O)[O-])ccc2nc(-c3ccccc3)oc12, O, O, O=S(=O)(O)O, [Zn]. The product is O=C1Cc2c(ccc3nc(-c4ccccc4)oc23)N1. As a reaction SMILES: [CH3:29][C:30](=[O:31])[OH:32].[N+:1]([O-:2])(=[O:3])[c:4]1[c:5]([CH2:19][C:20]#[N:21])[c:6]2[c:7]([n:8][c:9](-[c:11]3[cH:12][cH:13][cH:14][cH:15][cH:16]3)[o:10]2)[cH:17][cH:18]1.[OH2:27].[OH2:28].[S:22]([OH:23])(=[O:24])(=[O:25])[OH:26].[Zn:33]>>[c:4]12[c:5]([c:6]3[c:7]([n:8][c:9](-[c:11]4[cH:12][cH:13][cH:14][cH:15][cH:16]4)[o:10]3)[cH:17][cH:18]1)[CH2:19][C:20](=[O:23])[NH:21]2. The reactants are BrC=1C=C2C(=C(C=NC2=CC1)C(C)=O)NC1=CC=C(C=C1)CCN(C)C (1-(6-bromo-4-(4-(2-(dimethylamino)ethyl)phenylamino)quinolin-3-yl)ethanone), ClC1=C(C(=CC(=C1)B1OC(C(O1)(C)C)(C)C)Cl)O (2,6-dichloro-4-(4,4,5,5-tetramethyl-1,3,2-dioxaborolan-2-yl)phenol). Product: ClC=1C=C(C=C(C1O)Cl)C=1C=C2C(=C(C=NC2=CC1)C(C)=O)NC1=CC=C(C=C1)CCN(C)C (1-(6-(3,5-dichloro-4-hydroxyphenyl)-4-(4-(2-(dimethylamino)ethyl)phenylamino)quinolin-3-yl)ethanone). Isolated yield 55.1%. As a reaction SMILES: Br[C:2]1[CH:3]=[C:4]2[C:9](=[CH:10][CH:11]=1)[N:8]=[CH:7][C:6]([C:12](=[O:14])[CH3:13])=[C:5]2[NH:15][C:16]1[CH:21]=[CH:20][C:19]([CH2:22][CH2:23][N:24]([CH3:26])[CH3:25])=[CH:18][CH:17]=1.[Cl:27][C:28]1[CH:33]=[C:32](B2OC(C)(C)C(C)(C)O2)[CH:31]=[C:30]([Cl:43])[C:29]=1[OH:44]>>[Cl:27][C:28]1[CH:33]=[C:32]([C:2]2[CH:3]=[C:4]3[C:9](=[CH:10][CH:11]=2)[N:8]=[CH:7][C:6]([C:12](=[O:14])[CH3:13])=[C:5]3[NH:15][C:16]2[CH:21]=[CH:20][C:19]([CH2:22][CH2:23][N:24]([CH3:26])[CH3:25])=[CH:18][CH:17]=2)[CH:31]=[C:30]([Cl:43])[C:29]=1[OH:44]. Procedure details: Following general procedure D, 1-(6-bromo-4-(4-(2-(dimethylamino)ethyl)phenylamino)quinolin-3-yl)ethanone (76 mg, 0.18 mmol) was reacted with 2,6-dichloro-4-(4,4,5,5-tetramethyl-1,3,2-dioxaborolan-2-yl)phenol (81 mg, 0.28 mmol) to afford the desired product (49 mg, 55%) as a yellow solid: 1H NMR (500 MHz, CD3OD+TFA-d) δ 9.30 (s, 1H), 8.19 (dd, J=8.8, 2.0 Hz, 1H), 8.01 (d, J=8.8 Hz, 1H), 7.76 (d, J=2.0 Hz, 1H), 7.60 (d, J=8.3 Hz, 2H), 7.49 (d, J=8.3 Hz, 2H), 7.13 (s, 2H), 3.45-3.37 (m, 2H), 3.29-... The reactants are BrC=1C=C2CC(NC2=CC1)=O (5-bromooxindole), N1N=CC2=CC=C(C=C12)C=O (1H-indazole-6-carbaldehyde). Product: N1N=CC2=CC=C(C=C12)\C=C/1\C(NC2=CC=C(C=C12)Br)=O ((E)-3-((1H-indazol-6-yl)methylene)-5-bromoindolin-2-one), yellow solid. Isolated yield 1.6%. As a reaction SMILES: [Br:1][C:2]1[CH:3]=[C:4]2[C:8](=[CH:9][CH:10]=1)[NH:7][C:6](=[O:11])[CH2:5]2.[NH:12]1[C:20]2[C:15](=[CH:16][CH:17]=[C:18]([CH:21]=O)[CH:19]=2)[CH:14]=[N:13]1>>[NH:12]1[C:20]2[C:15](=[CH:16][CH:17]=[C:18](/[CH:21]=[C:5]3/[C:6](=[O:11])[NH:7][C:8]4[C:4]/3=[CH:3][C:2]([Br:1])=[CH:10][CH:9]=4)[CH:19]=2)[CH:14]=[N:13]1. Procedure details: The title compound was synthesized according to the method described for Example A11B except substituting 5-bromooxindole (40 mg, 0.189 mmol) and 1H-indazole-6-carbaldehyde (30 mg, 0.208 mmol) to obtain 1.0 mg (1.6%) of a yellow solid. 1H NMR (400 MHz, CD3OD) δ 8.16 (s, 1H), 7.98-7.92 (m, 2H), 7.87 (s, 1H), 7.73 (s, 1H), 7.44 (d, J=8.34 Hz, 1H), 7.39 (d, J=8.59 Hz, 1H), 6.87 (d, J=8.34 Hz, 1H); MS ESI 340.1 [M+H]+, calcd for [C16H10BrN3O+H]+ 340.01. The reactants are F[B-](F)(F)F, CCN(C(C)C)C(C)C, O=C(O)c1ccc(C(=O)N2CC=CC2)c(Cl)c1, CC(C)OC(=O)OCC(N)c1nc2cc(Cl)ccc2[nH]1, Cl, C1CCOC1, CN(C)C(On1nnc2ccccc21)=[N+](C)C. Product: CC(C)OC(=O)OCC(NC(=O)c1ccc(C(=O)N2CC=CC2)c(Cl)c1)c1nc2cc(Cl)ccc2[nH]1. As a reaction SMILES: [B-:18]([F:19])([F:20])([F:21])[F:22].[CH:40]([N:41]([CH:42]([CH3:43])[CH3:44])[CH2:45][CH3:46])([CH3:47])[CH3:48].[Cl:1][c:2]1[cH:3][c:4]([C:5](=[O:6])[OH:7])[cH:8][cH:9][c:10]1[C:11](=[O:12])[N:13]1[CH2:14][CH:15]=[CH:16][CH2:17]1.[Cl:49][c:50]1[cH:51][c:52]2[c:53]([nH:54][c:55]([CH:57]([CH2:58][O:59][C:60](=[O:61])[O:62][CH:63]([CH3:64])[CH3:65])[NH2:66])[n:56]2)[cH:67][cH:68]1.[Cl:69].[O:70]1[CH2:71][CH2:72][CH2:73][CH2:74]1.[n:23]1([O:24][C:25]([N:26]([CH3:27])[CH3:28])=[N+:29]([CH3:30])[CH3:31])[c:32]2[cH:33][cH:34][cH:35][cH:36][c:37]2[n:38][n:39]1>>[Cl:1][c:2]1[cH:3][c:4]([C:5](=[O:7])[NH:66][CH:57]([c:55]2[nH:54][c:53]3[c:52]([cH:51][c:50]([Cl:49])[cH:68][cH:67]3)[n:56]2)[CH2:58][O:59][C:60](=[O:61])[O:62][CH:63]([CH3:64])[CH3:65])[cH:8][cH:9][c:10]1[C:11](=[O:12])[N:13]1[CH2:14][CH:15]=[CH:16][CH2:17]1. Reactants: BrC=1SC=CC1 (2-bromothiophene), [Mg] (magnesium), BrC=1SC=CC1 (2-bromothiophene), CN1CCC(CC1)OC(C(C=1SC=CC1)=O)=O (oxo-thiophen-2-yl-acetic acid 1-methyl-piperidin-4-yl ester), II (iodine), [Cl-].[NH4+] (ammonium chloride). Solvent: C1CCOC1 (THF), C1CCOC1 (THF), C1CCOC1 (THF). Conditions: temperature 70 celsius, time 1 hour. The product is CN1CCC(CC1)OC(C(C=1SC=CC1)(C=1SC=CC1)O)=O (Hydroxy-di-thiophen-2-yl-acetic acid 1-methyl-piperidin-4-yl ester). As a reaction SMILES: Br[C:2]1[S:3][CH:4]=[CH:5][CH:6]=1.[Mg].II.[CH3:10][N:11]1[CH2:16][CH2:15][CH:14]([O:17][C:18](=[O:26])[C:19](=[O:25])[C:20]2[S:21][CH:22]=[CH:23][CH:24]=2)[CH2:13][CH2:12]1.[Cl-].[NH4+]>C1COCC1>[CH3:10][N:11]1[CH2:16][CH2:15][CH:14]([O:17][C:18](=[O:26])[C:19]([OH:25])([C:20]2[S:21][CH:22]=[CH:23][CH:24]=2)[C:2]2[S:3][CH:4]=[CH:5][CH:6]=2)[CH2:13][CH2:12]1 |f:4.5|. Procedure: A solution of 2-bromothiophene (3.2 ml, 33 mmol) in THF (30 ml) is added dropwise to a mixture of magnesium (0.8 g, 33 mmol) and a single crystal of iodine in THF (30 ml). After addition of just under one half of the 2-bromothiophene the addition is suspended until reaction has initiated (judged by an exotherm). The addition is then completed maintaining the reaction temperature to below 40° C. After the addition is completed the reaction mixture is heated to 70° C. for 1 hour. This mixture is t...